Dataset: the Open Reaction Database (ORD), a public repository of structured organic reaction records. Task: describe an organic reaction: reactants, conditions, products, and yield The reactants are O.Cl.COC1=CC=C(C=C1)C1=C(N=C(N1)C1=CC(=CC=C1)[N+](=O)[O-])C(=O)NC=1SC=CN1 (5-(4-Methoxyphenyl)-2-(3-nitrophenyl)-N-(2-thiazolyl)-imidazole-4-carboxamide hydrochloride monohydrate), CO (methanol). The reagents and catalysts are [C].[Pd] (palladium carbon). Run in O1CCOCC1 (dioxane). Yields the product Cl.NC=1C=C(C=CC1)C=1NC(=C(N1)C(=O)NC=1SC=CN1)C1=CC=C(C=C1)OC (2-(3-aminophenyl)-5-(4-methoxyphenyl)-N-(2-thiazolyl)imidazole-4-carboxamide hydrochloride). Yield: 12.2%. As a reaction SMILES: O.[ClH:2].[CH3:3][O:4][C:5]1[CH:10]=[CH:9][C:8]([C:11]2[NH:15][C:14]([C:16]3[CH:21]=[CH:20][CH:19]=[C:18]([N+:22]([O-])=O)[CH:17]=3)=[N:13][C:12]=2[C:25]([NH:27][C:28]2[S:29][CH:30]=[CH:31][N:32]=2)=[O:26])=[CH:7][CH:6]=1.CO>[C].[Pd].O1CCOCC1>[ClH:2].[NH2:22][C:18]1[CH:17]=[C:16]([C:14]2[NH:15][C:11]([C:8]3[CH:9]=[CH:10][C:5]([O:4][CH3:3])=[CH:6][CH:7]=3)=[C:12]([C:25]([NH:27][C:28]3[S:29][CH:30]=[CH:31][N:32]=3)=[O:26])[N:13]=2)[CH:21]=[CH:20][CH:19]=1 |f:0.1.2,4.5,7.8|. Procedure details: 5-(4-Methoxyphenyl)-2-(3-nitrophenyl)-N-(2-thiazolyl)-imidazole-4-carboxamide hydrochloride monohydrate (1.0 g) was suspended in a mixed solvent of methanol (100 ml) and dioxane (100 ml), and 10% palladium carbon (containing water 50%, 0.5 g) was added to carryoutcatalyticreductionatnormalpressure. Thereactionmixture was filtered and concentrated. The obtained crude crystals were recrystallized from methanol to give 2-(3-aminophenyl)-5-(4-methoxyphenyl)-N-(2-thiazolyl)imidazole-4-carboxamide hyd... The product is C(C=C)OC1=C2C=CN(C2=CC=C1)S(=O)(=O)C1=CC=C(C=C1)C (4-(allyloxy)-1-[(4-methylphenyl)sulfonyl]-1H-indole). The solvent is C([O-])([O-])=O.[K+].[K+] (potassium carbonate), C(C=C)Br (allyl bromide). Reported procedure: Treatment of 1-[(4-methylphenyl)sulfonyl]-1H-indol-4-ol with potassium carbonate and allyl bromide in N,N-dimethylformamide (29.24 g, 0.242 mol) followed by aqueous workup and extraction with diethyl ether provides 4-(allyloxy)-1-[(4-methylphenyl)sulfonyl]-1H-indole. As a reaction SMILES: [CH3:1][C:2]1[CH:7]=[CH:6][C:5]([S:8]([N:11]2[C:19]3[CH:18]=[CH:17][CH:16]=[C:15]([OH:20])[C:14]=3[CH:13]=[CH:12]2)(=[O:10])=[O:9])=[CH:4][CH:3]=1.[CH3:21]N(C)C=O.C(O[CH2:29][CH3:30])C>C(=O)([O-])[O-].[K+].[K+].C(Br)C=C>[CH2:21]([O:20][C:15]1[CH:16]=[CH:17][CH:18]=[C:19]2[C:14]=1[CH:13]=[CH:12][N:11]2[S:8]([C:5]1[CH:4]=[CH:3][C:2]([CH3:1])=[CH:7][CH:6]=1)(=[O:10])=[O:9])[CH:29]=[CH2:30] |f:3.4.5|. Starting materials: CC1=CC=C(C=C1)S(=O)(=O)N1C=CC=2C(=CC=CC12)O (1-[(4-methylphenyl)sulfonyl]-1H-indol-4-ol), CN(C=O)C (N,N-dimethylformamide), C(C)OCC (diethyl ether). Starting materials: C(C)(=O)Cl (acetyl chloride), C([O-])([O-])=O.[K+].[K+] (potassium carbonate), FC(CCCO)=C(F)F (4,5,5-trifluoropent-4-en-1-ol). Product: C(C)(=O)OCCCC(=C(F)F)F (4,5,5-trifluoro-4-pentenyl acetate). Yield: 90.6%. Reaction SMILES: [C:1](Cl)(=[O:3])[CH3:2].C(=O)([O-])[O-].[K+].[K+].[F:11][C:12](=[C:17]([F:19])[F:18])[CH2:13][CH2:14][CH2:15][OH:16]>>[C:1]([O:16][CH2:15][CH2:14][CH2:13][C:12]([F:11])=[C:17]([F:19])[F:18])(=[O:3])[CH3:2] |f:1.2.3|. Procedure: 31.7 g (0.41 mol) of acetyl chloride were added dropwise to a two-necked round-bottomed flask, cooled in an ice bath, equipped with a reflux condenser (connected to a trap comprising potassium carbonate) and comprising 50.1 g (0.36 mol) of 4,5,5-trifluoropent-4-en-1-ol. The reactivity of the two reactants was monitored by sparging of the trap by HCl. After the completion of the addition, the mixture was stirred at ambient temperature until HCl was no longer being evolved (approximately 4 hours).... Reactants: CC#N, CC(O)c1ccc(OCCCCl)c(O)c1, Fc1ccc2c(C3CCNCC3)noc2c1, [Na+], O=C([O-])O. Product: CC(O)c1ccc(OCCCN2CCC(c3noc4cc(F)ccc34)CC2)c(O)c1. RXN SMILES: [CH3:37][C:38]#[N:39].[Cl:17][CH2:18][CH2:19][CH2:20][O:21][c:22]1[c:23]([OH:31])[cH:24][c:25]([CH:28]([OH:29])[CH3:30])[cH:26][cH:27]1.[F:1][c:2]1[cH:3][c:4]2[c:5]([c:6]([CH:9]3[CH2:10][CH2:11][NH:12][CH2:13][CH2:14]3)[n:7][o:8]2)[cH:15][cH:16]1.[Na+:36].[O-:32][C:33]([OH:34])=[O:35]>>[F:1][c:2]1[cH:3][c:4]2[c:5]([c:6]([CH:9]3[CH2:10][CH2:11][N:12]([CH2:18][CH2:19][CH2:20][O:21][c:22]4[c:23]([OH:31])[cH:24][c:25]([CH:28]([OH:29])[CH3:30])[cH:26][cH:27]4)[CH2:13][CH2:14]3)[n:7][o:8]2)[cH:15][cH:16]1. Reactants: N(C(=N)N)C1=CC=C(C(=O)OC2=CC(=C(C=C2)CCC(=O)N2CCS(CC2)(=O)=O)C2=NOC(C2)(CC(OC(C)(C)C)=O)CC(=O)OC(C)(C)C)C=C1 (3-(5,5-bis(2-tert-butoxy-2-oxoethyl)-4,5-dihydro-1,2-oxazol-3-yl)-4-(3-(1,1-dioxidothiomorpholin-4-yl)-3-oxopropyl)phenyl 4-carbamimidamidobenzoate), C(=O)(C(F)(F)F)O (TFA). Conditions: time 2 hour. Yields the product N(C(=N)N)C1=CC=C(C(=O)OC=2C=CC(=C(C2)C2=NOC(C2)(CC(=O)O)CC(=O)O)CCC(=O)N2CCS(CC2)(=O)=O)C=C1 (2,2′-(3-(5-((4-Carbamimidamidobenzoyl)oxy)-2-(3-(1,1-dioxidothiomorpholin-4-yl)-3-oxopropyl)phenyl)-4,5-dihydro-1,2-oxazole-5,5-diyl)diacetic acid). Yield: 79.6%. RXN SMILES: [NH:1]([C:5]1[CH:52]=[CH:51][C:8]([C:9]([O:11][C:12]2[CH:17]=[CH:16][C:15]([CH2:18][CH2:19][C:20]([N:22]3[CH2:27][CH2:26][S:25](=[O:29])(=[O:28])[CH2:24][CH2:23]3)=[O:21])=[C:14]([C:30]3[CH2:34][C:33]([CH2:43][C:44]([O:46]C(C)(C)C)=[O:45])([CH2:35][C:36](=[O:42])[O:37]C(C)(C)C)[O:32][N:31]=3)[CH:13]=2)=[O:10])=[CH:7][CH:6]=1)[C:2]([NH2:4])=[NH:3].C(O)(C(F)(F)F)=O>>[NH:1]([C:5]1[CH:6]=[CH:7][C:8]([C:9]([O:11][C:12]2[CH:17]=[CH:16][C:15]([CH2:18][CH2:19][C:20]([N:22]3[CH2:27][CH2:26][S:25](=[O:29])(=[O:28])[CH2:24][CH2:23]3)=[O:21])=[C:14]([C:30]3[CH2:34][C:33]([CH2:43][C:44]([OH:46])=[O:45])([CH2:35][C:36]([OH:42])=[O:37])[O:32][N:31]=3)[CH:13]=2)=[O:10])=[CH:51][CH:52]=1)[C:2]([NH2:4])=[NH:3]. Procedure: A mixture of 3-(5,5-bis(2-tert-butoxy-2-oxoethyl)-4,5-dihydro-1,2-oxazol-3-yl)-4-(3-(1,1-dioxidothiomorpholin-4-yl)-3-oxopropyl)phenyl 4-carbamimidamidobenzoate (49.0 mg) and TFA (1 mL) was stirred at room temperature for 2 hours. The reaction mixture was concentrated under reduced pressure, and then, the pH of the residue was adjusted to about 4 by the addition of water and subsequently a saturated aqueous solution of ammonium acetate. The obtained mixture was stirred at room temperature for 3 ... The reactants are C1C=CC2C1C3CC2C=C3 (dicyclopentadiene), C1C=CC2C1C3CC2C=C3 (dicyclopentadiene), RuClH(H2)(PCy3)2, C1(=CC=CC=C1)C#C (phenylacetylene), RuClH(H2)(PCy3)2, solution, C1(=CC=CC=C1)C#C (phenylacetylene). Reaction conditions: time 3 hour. The product is C1C=CC2C1[C@H]3C[C@@H]2C=C3 (DCPD). As a reaction SMILES: [CH2:1]1[CH:5]2[CH:6]3[CH:10]=[CH:9][CH:8]([CH:4]2[CH:3]=[CH:2]1)[CH2:7]3.C1(C#C)C=CC=CC=1>>[CH2:1]1[CH:5]2[C@@H:6]3[CH:10]=[CH:9][C@H:8]([CH:4]2[CH:3]=[CH:2]1)[CH2:7]3. Procedure: A 10.0 gram (75.6 mmol) amount of dicyclopentadiene was added to a 20 ml scintillation vial. A 5.0 milligram (7.2 μmol) amount of RuClH(H2)(PCy3)2 was added. One equivalent of phenylacetylene per equivalent of RuClH(H2)(PCy3)2 was added via the addition of 0.1 mls of a 72 mM solution of phenylacetylene. The ring opening polymerization of dicyclopentadiene was observed slowly by a gradual thickening of the solution to a rubbery viscous material after three hours. After 24 hours, the material was ... Reactants: CC(=O)C(C)C, CCOCC, CCOC(C)=O, [Li]CCCC, [Cl-], Ic1cnccn1, [NH4+]. Yields the product CC(C)C(C)(O)c1cnccn1. RXN SMILES: [CH3:13][CH:14]([C:15]([CH3:16])=[O:17])[CH3:18].[CH3:21][CH2:22][O:23][CH2:24][CH3:25].[CH3:26][CH2:27][O:28][C:29](=[O:30])[CH3:31].[CH3:8][CH2:9][CH2:10][CH2:11][Li:12].[Cl-:19].[I:1][c:2]1[n:3][cH:4][cH:5][n:6][cH:7]1.[NH4+:20]>>[c:2]1([C:15]([CH:14]([CH3:13])[CH3:18])([CH3:16])[OH:17])[n:3][cH:4][cH:5][n:6][cH:7]1.